From a dataset of the Open Reaction Database (ORD), a public repository of structured organic reaction records. describe an organic reaction: reactants, conditions, products, and yield The reactants are Cc1cc2c(OCC(O)CNC(C)(C)C)cccc2[nH]1, O=C(OC(=O)c1ccccc1)c1ccccc1, O=C([O-])C=CC(=O)O, CC(C)=O, CO, CN(C)P(=O)(N(C)C)N(C)C, N, O=C(O)c1ccccc1, O=C(O)C=CC(=O)O. Yields the product Cc1cc2c(OCC(CNC(C)(C)C)OC(=O)c3ccccc3)cccc2[nH]1. Reaction SMILES: [C:10]([CH3:11])([CH3:12])([CH3:13])[NH:14][CH2:15][CH:16]([CH2:17][O:18][c:19]1[c:20]2[cH:21][c:22]([CH3:28])[nH:23][c:24]2[cH:25][cH:26][cH:27]1)[OH:29].[C:30]([O:31][C:32](=[O:33])[c:34]1[cH:35][cH:36][cH:37][cH:38][cH:39]1)(=[O:40])[c:41]1[cH:42][cH:43][cH:44][cH:45][cH:46]1.[C:56]([OH:57])(=[O:58])[CH:59]=[CH:60][C:61]([O-:62])=[O:63].[CH3:64][C:65](=[O:66])[CH3:67].[CH3:68][OH:69].[CH3:70][N:71]([CH3:72])[P:73](=[O:74])([N:75]([CH3:76])[CH3:77])[N:78]([CH3:79])[CH3:80].[NH3:47].[OH:1][C:2](=[O:3])[c:4]1[cH:5][cH:6][cH:7][cH:8][cH:9]1.[OH:48][C:49]([CH:50]=[CH:51][C:52](=[O:53])[OH:54])=[O:55]>>[O:1]([C:2](=[O:3])[c:4]1[cH:5][cH:6][cH:7][cH:8][cH:9]1)[CH:16]([CH2:15][NH:14][C:10]([CH3:11])([CH3:12])[CH3:13])[CH2:17][O:18][c:19]1[c:20]2[cH:21][c:22]([CH3:28])[nH:23][c:24]2[cH:25][cH:26][cH:27]1. The reactants are 6-bromo-5-(o-chlorophenyl-2,3-dihydro-1,3-dimethyl-2-oxo-1H-1,4-benzodiazepin-7-yl]isocyanate, NC=1C=CC2=C(C(=N[C@H](C(N2C)=O)C)C2=C(C=CC=C2)Cl)C1Br ((S)-7-amino-6-bromo-5-(o-chlorophenyl)-1,3-dihydro-1,3-dimethyl-2H-1,4-benzodiazepin-2-one), Cl.OC1[C@H](N)[C@@H](O)[C@H](O)[C@H](O1)CO (D-glucosamine hydrochloride), C([O-])([O-])=O.[K+].[K+] (potassium carbonate). Run in CC(=O)C (acetone), O (water). Reaction conditions: time 10 minute. Product: BrC1=C(C=CC2=C1C(=N[C@H](C(N2C)=O)C)C2=C(C=CC=C2)Cl)NC(N[C@@H](C=O)[C@@H](O)[C@H](O)[C@H](O)CO)=O (2-[3-[(S)-6-bromo-5-(o-chlorophenyl)-2,3-dihydro-1,3-dimethyl-2-oxo-1H-1,4-benzodiazepin-7-yl]ureido]-2-deoxy-D-glucose). Reaction SMILES: [NH2:1][C:2]1[CH:3]=[CH:4][C:5]2[N:11]([CH3:12])[C:10](=[O:13])[C@H:9]([CH3:14])[N:8]=[C:7]([C:15]3[CH:20]=[CH:19][CH:18]=[CH:17][C:16]=3[Cl:21])[C:6]=2[C:22]=1[Br:23].Cl.[OH:25][CH:26]1[O:34][C@H:33]([CH2:35][OH:36])[C@@H:31]([OH:32])[C@H:29]([OH:30])[C@H:27]1[NH2:28].[C:37](=O)([O-])[O-:38].[K+].[K+]>CC(C)=O.O>[Br:23][C:22]1[C:6]2[C:7]([C:15]3[CH:20]=[CH:19][CH:18]=[CH:17][C:16]=3[Cl:21])=[N:8][C@@H:9]([CH3:14])[C:10](=[O:13])[N:11]([CH3:12])[C:5]=2[CH:4]=[CH:3][C:2]=1[NH:1][C:37](=[O:38])[NH:28][C@H:27]([C@H:29]([C@@H:31]([C@@H:33]([CH2:35][OH:36])[OH:34])[OH:32])[OH:30])[CH:26]=[O:25] |f:1.2,3.4.5|. Reported procedure: A solution of (S)-[6-bromo-5-(o-chlorophenyl-2,3-dihydro-1,3-dimethyl-2-oxo-1H-1,4-benzodiazepin-7-yl]isocyanate [obtained in accordance with details in Example 1(f) from 10 g (0.0254 mol) of (S)-7-amino-6-bromo-5-(o-chlorophenyl)-1,3-dihydro-1,3-dimethyl-2H-1,4-benzodiazepin-2-one] in acetone is treated with a solution of 16 g of D-glucosamine hydrochloride and 7.3 g of potassium carbonate in 100 ml of water, the mixture is stirred at room temperature for 10 minutes and extracted several times ... Reactants: OCC1=CC(=C(OC(C(=O)OC(C)(C)C)C2=CC=CC=C2)C=C1)CCC (tert-butyl 2-(4-hydroxymethyl-2-propylphenoxy)-2-phenylacetate), C1(=CC=CC=C1)P(C1=CC=CC=C1)C1=CC=CC=C1 (triphenylphosphine), C(Br)(Br)(Br)Br (carbon tetrabromide), CCOC(=O)C (EtOAc). Solvent: C(Cl)Cl (CH2Cl2). Run at temperature 0 celsius, time 15 hour. The product is BrCC1=CC(=C(OC(C(=O)OC(C)(C)C)C2=CC=CC=C2)C=C1)CCC (tert-butyl 2-(4-bromomethyl-2-propylphenoxy)-2-phenylacetate). Isolated yield 36.0%. RXN SMILES: O[CH2:2][C:3]1[CH:23]=[CH:22][C:6]([O:7][CH:8]([C:16]2[CH:21]=[CH:20][CH:19]=[CH:18][CH:17]=2)[C:9]([O:11][C:12]([CH3:15])([CH3:14])[CH3:13])=[O:10])=[C:5]([CH2:24][CH2:25][CH3:26])[CH:4]=1.C1(P(C2C=CC=CC=2)C2C=CC=CC=2)C=CC=CC=1.C(Br)(Br)(Br)[Br:47].CCOC(C)=O>C(Cl)Cl>[Br:47][CH2:2][C:3]1[CH:23]=[CH:22][C:6]([O:7][CH:8]([C:16]2[CH:21]=[CH:20][CH:19]=[CH:18][CH:17]=2)[C:9]([O:11][C:12]([CH3:15])([CH3:14])[CH3:13])=[O:10])=[C:5]([CH2:24][CH2:25][CH3:26])[CH:4]=1. Procedure details: To a solution of 839 mg of the crude product from Step N in CH2Cl2 (20 mL) were added triphenylphosphine (525 mg, 2 mmol) and carbon tetrabromide (663 mg, 2 mmol) at 0° C. The solution was stirred at 0° C. for 1 hour and at rt for 15 hours. The solution was poured into EtOAc (100 mL). After the precipitate was removed, the filtrate was washed with H2O and brine, and dried over anhydrous MgSO4. Concentration afforded 302 mg of the title compound as a white solid. Reaction conditions: time 26 hour. The reagents and catalysts are O=[Os](=O)(=O)=O (OsO4). Solvent: O (H2O). Yields the product C(C)(=O)C1=C(C=CC=C1)NC(C(C(C)(C)O)O)=O (N-(2-Acetyl-phenyl)-2,3-dihydroxy-3-methyl-butyramide). Reported procedure: To the product of Example 10 (440 mg, 2.03 mmol) in acetone (4 mL) and H2O (1 mL) was added 4-methylmorpholine N-oxide (269 mg, 2.23 mmol), and 2.5 wt % OsO4 (0.25 mL, 0.02 mmol). The reaction mixture was stirred at room temperature for 26 h. EtOAc was added to the reaction mixture, and the resulting solution was washed with aqueous sodium bisulfite, brine and dried over MgSO4. After evaporation of the volatiles, the crude product (505 mg, 99% yield) was clean enough to carry on the next step. 1... Reaction SMILES: [C:1]([C:4]1[CH:9]=[CH:8][CH:7]=CC=1NC(=O)C=C(C)C)(=[O:3])[CH3:2].C[N+:18]1([O-])[CH2:23][CH2:22][O:21][CH2:20][CH2:19]1.CC[O:27]C(C)=O.[CH3:31][C:32]([CH3:34])=[O:33]>O.O=[Os](=O)(=O)=O>[C:1]([C:4]1[CH:9]=[CH:8][CH:7]=[CH:22][C:23]=1[NH:18][C:19](=[O:27])[CH:20]([OH:21])[C:32]([OH:33])([CH3:34])[CH3:31])(=[O:3])[CH3:2]. Yield: 99.0%. Reactants: CCOC(=O)C (EtOAc), C(C)(=O)C1=C(C=CC=C1)NC(C=C(C)C)=O (3-Methyl-but-2-enoic acid (2-acetyl-phenyl)-amide), C[N+]1(CCOCC1)[O-] (4-methylmorpholine N-oxide), CC(=O)C (acetone).